Dataset: the Open Reaction Database (ORD), a public repository of structured organic reaction records. Task: describe an organic reaction: reactants, conditions, products, and yield Yield: 46.8%. Reported procedure: In a similar fashion using route 14 general procedure 27, 5-trifluoromethyl-quinolin-8-ylamine (Intermediate 45) (390 mg, 1.83 mmol), 4-chloro-2-nitrobenzene-1-sulfonyl chloride (Intermediate 454) (565 mg, 2.22 mmol), DMAP(cat) and pyridine (0.3 ml, 5.55 mmol) in DCM (7 ml) gave the title compound (370 mg, 46%) after purification by column chromatography with n-hexane/EtOAc (90:10) as the eluent. Product: ClC1=CC(=C(C=C1)S(=O)(=O)NC=1C=CC(=C2C=CC=NC12)C(F)(F)F)[N+](=O)[O-] (4-Chloro-2-nitro-N-(5-trifluoromethyl-quinolin-8-yl)-benzenesulfonamide). RXN SMILES: [F:1][C:2]([F:15])([F:14])[C:3]1[CH:12]=[CH:11][C:10]([NH2:13])=[C:9]2[C:4]=1[CH:5]=[CH:6][CH:7]=[N:8]2.[Cl:16][C:17]1[CH:22]=[CH:21][C:20]([S:23](Cl)(=[O:25])=[O:24])=[C:19]([N+:27]([O-:29])=[O:28])[CH:18]=1.N1C=CC=CC=1>C(Cl)Cl>[Cl:16][C:17]1[CH:22]=[CH:21][C:20]([S:23]([NH:13][C:10]2[CH:11]=[CH:12][C:3]([C:2]([F:1])([F:14])[F:15])=[C:4]3[C:9]=2[N:8]=[CH:7][CH:6]=[CH:5]3)(=[O:25])=[O:24])=[C:19]([N+:27]([O-:29])=[O:28])[CH:18]=1. The reactants are DMAP(cat), FC(C1=C2C=CC=NC2=C(C=C1)N)(F)F (5-(trifluoromethyl)quinolin-8-amine), ClC1=CC(=C(C=C1)S(=O)(=O)Cl)[N+](=O)[O-] (4-chloro-2-nitrobenzenesulfonylchloride), FC(C1=C2C=CC=NC2=C(C=C1)N)(F)F (5-(trifluoromethyl)quinolin-8-amine), ClC1=CC(=C(C=C1)S(=O)(=O)Cl)[N+](=O)[O-] (4-chloro-2-nitrobenzenesulfonylchloride), N1=CC=CC=C1 (pyridine). Run in C(Cl)Cl (DCM). Reactants: CCOCc1cc(OC)c(-c2ccc(CC(NC(=O)c3c(F)cccc3Cl)C(=O)OCC)cc2)c(OC)c1, C1CCOC1, Cl, [Li+], [OH-], OO. Product: CCOCc1cc(OC)c(-c2ccc(CC(NC(=O)c3c(F)cccc3Cl)C(=O)O)cc2)c(OC)c1. As a reaction SMILES: [CH2:1]([CH3:2])[O:3][C:4]([CH:5]([NH:6][C:7]([c:8]1[c:9]([Cl:15])[cH:10][cH:11][cH:12][c:13]1[F:14])=[O:16])[CH2:17][c:18]1[cH:19][cH:20][c:21](-[c:24]2[c:25]([O:36][CH3:37])[cH:26][c:27]([CH2:32][O:33][CH2:34][CH3:35])[cH:28][c:29]2[O:30][CH3:31])[cH:22][cH:23]1)=[O:38].[CH2:44]1[O:45][CH2:46][CH2:47][CH2:48]1.[ClH:43].[Li+:40].[OH-:39].[OH:41][OH:42]>>[O:3]=[C:4]([CH:5]([NH:6][C:7]([c:8]1[c:9]([Cl:15])[cH:10][cH:11][cH:12][c:13]1[F:14])=[O:16])[CH2:17][c:18]1[cH:19][cH:20][c:21](-[c:24]2[c:25]([O:36][CH3:37])[cH:26][c:27]([CH2:32][O:33][CH2:34][CH3:35])[cH:28][c:29]2[O:30][CH3:31])[cH:22][cH:23]1)[OH:38]. Reactants: CC(C)(C)[Si](C)(C)Oc1ccc(C(=O)Cc2ccccc2)cc1, CCO, CCOC(C)=O, Cl, NO, c1ccncc1. Yields the product CC(C)(C)[Si](C)(C)Oc1ccc(C(Cc2ccccc2)=NO)cc1. RXN SMILES: [C:1]([CH3:2])([CH3:3])([CH3:4])[Si:5]([O:6][c:7]1[cH:8][cH:9][c:10]([C:13]([CH2:14][c:15]2[cH:16][cH:17][cH:18][cH:19][cH:20]2)=[O:21])[cH:11][cH:12]1)([CH3:22])[CH3:23].[CH3:33][CH2:34][OH:35].[CH3:36][CH2:37][O:38][C:39](=[O:40])[CH3:41].[ClH:30].[NH2:31][OH:32].[cH:24]1[cH:25][cH:26][n:27][cH:28][cH:29]1>>[C:1]([CH3:2])([CH3:3])([CH3:4])[Si:5]([O:6][c:7]1[cH:8][cH:9][c:10]([C:13]([CH2:14][c:15]2[cH:16][cH:17][cH:18][cH:19][cH:20]2)=[N:31][OH:32])[cH:11][cH:12]1)([CH3:22])[CH3:23]. Run at time 2 hour. Product: ClC1=C(C(=CC=C1)F)C1(C(N(C2=CC(=CC(=C12)C(F)(F)F)S(=O)(=O)C)C[C@@H]1C[C@H](C1)N(CC)CC)=O)O (3-(2-chloro-6-fluorophenyl)-1-[trans-3-(diethylamino) cyclobutylmethyl]-4-trifluoromethyl-3-hydroxy-6-methylsulfonyl-1,3-dihydro-2H-indol-2-one). The reactants are ClC1=C(C(=CC=C1)F)C1(C(N(C2=CC(=CC(=C12)C(F)(F)F)SC)C[C@@H]1C[C@H](C1)N(CC)CC)=O)O (3-(2-chloro-6-fluorophenyl)-1-[trans-3-(diethylamino)-cyclobutylmethyl]-4-trifluoromethyl-3-hydroxy-6-methylthio-1,3-dihydro-2H-indol-2-one), OO (hydrogen peroxide), C(C)(=O)O (acetic acid), S(=S)(=O)([O-])[O-].[Na+].[Na+] (sodium thiosulfate). Reported procedure: To a solution of the compound of Example 32-1 (70 mg) in acetic acid (1 mL) were added sodium tungstate dihydrate (39 mg, 0.118 mmol) and 30% aqueous hydrogen peroxide (0.1 mL), and the mixture was stirred at room temperature for 2 hours. To the reaction solution was added aqueous sodium thiosulfate solution, and the mixture was extracted with ethyl acetate and washed with saturated saline, and the organic layer was dried over magnesium sulfate and filtered, and then the filtrate was evaporated ... Isolated yield 31.0%. The reagents and catalysts are O.O.[O-][W](=O)(=O)[O-].[Na+].[Na+] (sodium tungstate dihydrate). RXN SMILES: [Cl:1][C:2]1[CH:7]=[CH:6][CH:5]=[C:4]([F:8])[C:3]=1[C:9]1([OH:35])[C:17]2[C:12](=[CH:13][C:14](SC)=[CH:15][C:16]=2[C:18]([F:21])([F:20])[F:19])[N:11]([CH2:24][C@H:25]2[CH2:28][C@H:27]([N:29]([CH2:32][CH3:33])[CH2:30][CH3:31])[CH2:26]2)[C:10]1=[O:34].OO.[S:38]([O-:42])([O-])(=[O:40])=S.[Na+].[Na+].[C:45](O)(=O)C>O.O.[O-][W]([O-])(=O)=O.[Na+].[Na+]>[Cl:1][C:2]1[CH:7]=[CH:6][CH:5]=[C:4]([F:8])[C:3]=1[C:9]1([OH:35])[C:17]2[C:12](=[CH:13][C:14]([S:38]([CH3:45])(=[O:42])=[O:40])=[CH:15][C:16]=2[C:18]([F:20])([F:21])[F:19])[N:11]([CH2:24][C@H:25]2[CH2:28][C@H:27]([N:29]([CH2:32][CH3:33])[CH2:30][CH3:31])[CH2:26]2)[C:10]1=[O:34] |f:2.3.4,6.7.8.9.10|. Starting materials: CS(=O)(=O)c1ccccc1, COCCOC, Cl, CCCCCCCCCCCCCCCCNc1ccc(C(=O)OC)cc1F, [H-], [Na+], C1CCOC1. Product: CCCCCCCCCCCCCCCCNc1ccc(C(=O)CS(=O)(=O)c2ccccc2)cc1F. Reaction SMILES: [CH3:3][S:4](=[O:5])(=[O:6])[c:7]1[cH:8][cH:9][cH:10][cH:11][cH:12]1.[CH3:47][O:48][CH2:49][CH2:50][O:51][CH3:52].[ClH:41].[F:13][c:14]1[cH:15][c:16]([C:17](=[O:18])[O:19][CH3:20])[cH:21][cH:22][c:23]1[NH:24][CH2:25][CH2:26][CH2:27][CH2:28][CH2:29][CH2:30][CH2:31][CH2:32][CH2:33][CH2:34][CH2:35][CH2:36][CH2:37][CH2:38][CH2:39][CH3:40].[H-:1].[Na+:2].[O:42]1[CH2:43][CH2:44][CH2:45][CH2:46]1>>[CH2:3]([S:4](=[O:5])(=[O:6])[c:7]1[cH:8][cH:9][cH:10][cH:11][cH:12]1)[C:17]([c:16]1[cH:15][c:14]([F:13])[c:23]([NH:24][CH2:25][CH2:26][CH2:27][CH2:28][CH2:29][CH2:30][CH2:31][CH2:32][CH2:33][CH2:34][CH2:35][CH2:36][CH2:37][CH2:38][CH2:39][CH3:40])[cH:22][cH:21]1)=[O:18]. The reactants are ClC1=CC(=C(C=C1OC1=CC=CC=C1)OC1=CC=CC=C1)[N+](=O)[O-] (6-chloro-4-nitro-1,3-diphenoxy-benzene), C(C=C)N (allylamine). The solvent is O1CCOCC1 (dioxane). Reaction conditions: temperature 60 celsius. The product is ClC1=C(C=C(NCC=C)C(=C1)[N+](=O)[O-])OC1=CC=CC=C1 (4-Chloro-3-phenoxy-6-nitro-N-allyl-aniline). As a reaction SMILES: [Cl:1][C:2]1[C:7]([O:8][C:9]2[CH:14]=[CH:13][CH:12]=[CH:11][CH:10]=2)=[CH:6][C:5](OC2C=CC=CC=2)=[C:4]([N+:22]([O-:24])=[O:23])[CH:3]=1.[CH2:25]([NH2:28])[CH:26]=[CH2:27]>O1CCOCC1>[Cl:1][C:2]1[CH:3]=[C:4]([N+:22]([O-:24])=[O:23])[C:5]([NH:28][CH2:25][CH:26]=[CH2:27])=[CH:6][C:7]=1[O:8][C:9]1[CH:10]=[CH:11][CH:12]=[CH:13][CH:14]=1. Procedure details: A mixture of 63.3 gm of 6-chloro-4-nitro-1,3-diphenoxy-benzene, 120 ml of dioxane and allylamine in substantial excess over the stoichiometrically required amount was heated for 12 hours at 60° C. Thereafter, the dioxane was distilled off, the residue was dissolved in methylene chloride, the resulting solution was washed with dilute sodium hydroxide, the organic phase was dried with sodium sulfate, and the methylene chloride was distilled off. The residue was recrystallized from a mixture of tol... Starting materials: solution, N(=O)[O-].[Na+] (sodium nitrite), Cl.Cl.Cl.C(C1=CC=CC=C1)N1CCC(CC1)NC1=C(C=CC=C1)N (1-benzyl-4-(2-aminoanilino)-piperidine trihydrochloride). The solvent is O (water), O (water). Run at temperature 0 celsius, time 1 hour. Product: C(C1=CC=CC=C1)N1CCC(CC1)N1N=NC2=C1C=CC=C2 (1-Benzyl-4-(1H-benzotriazol-1-yl)-piperidine). Yield: 47.4%. As a reaction SMILES: Cl.Cl.Cl.[CH2:4]([N:11]1[CH2:16][CH2:15][CH:14]([NH:17][C:18]2[CH:23]=[CH:22][CH:21]=[CH:20][C:19]=2[NH2:24])[CH2:13][CH2:12]1)[C:5]1[CH:10]=[CH:9][CH:8]=[CH:7][CH:6]=1.[N:25]([O-])=O.[Na+]>O>[CH2:4]([N:11]1[CH2:12][CH2:13][CH:14]([N:17]2[C:18]3[CH:23]=[CH:22][CH:21]=[CH:20][C:19]=3[N:24]=[N:25]2)[CH2:15][CH2:16]1)[C:5]1[CH:6]=[CH:7][CH:8]=[CH:9][CH:10]=1 |f:0.1.2.3,4.5|. Reported procedure: In this reference example, 2.0 g of 1-benzyl-4-(2-aminoanilino)-piperidine trihydrochloride obtained in the same manner as that of Reference Example 1 is dissolved in 30 ml of water and the solution is cooled to 0° C. To the cooled solution, 5 ml of a solution of 360 mg of sodium nitrite in 5 ml of water is added dropwise under the current of nitrogen gas over a period of 30 minutes. After completion of the dropwise addition, the reaction mixture is stirred at 0°-5° C. for one hour and then adju... Reactants: CC(=O)O[BH-](OC(C)=O)OC(C)=O, O=C([O-])O, CCOC(=O)C(=Cc1ccc(-n2cnc(C)c2)c(OC)c1)CCC=O, ClCCl, CCOC(C)=O, CC(=O)O, NCc1cccc(F)c1, [Na+], [Na+], O. Yields the product CCOC(=O)C(=Cc1ccc(-n2cnc(C)c2)c(OC)c1)CCCNCc1cccc(F)c1. RXN SMILES: [C:35]([O:36][BH-:37]([O:38][C:39](=[O:40])[CH3:41])[O:42][C:43](=[O:44])[CH3:45])(=[O:46])[CH3:47].[C:50](=[O:51])([OH:52])[O-:53].[CH2:1]([CH3:2])[O:3][C:4]([C:5]([CH2:6][CH2:7][CH:8]=[O:9])=[CH:10][c:11]1[cH:12][c:13]([O:23][CH3:24])[c:14](-[n:17]2[cH:18][n:19][c:20]([CH3:22])[cH:21]2)[cH:15][cH:16]1)=[O:25].[CH2:65]([Cl:66])[Cl:67].[CH3:55][CH2:56][O:57][C:58](=[O:59])[CH3:60].[CH3:61][C:62](=[O:63])[OH:64].[F:26][c:27]1[cH:28][c:29]([CH2:30][NH2:31])[cH:32][cH:33][cH:34]1.[Na+:48].[Na+:54].[OH2:49]>>[CH2:1]([CH3:2])[O:3][C:4]([C:5]([CH2:6][CH2:7][CH2:8][NH:31][CH2:30][c:29]1[cH:28][c:27]([F:26])[cH:34][cH:33][cH:32]1)=[CH:10][c:11]1[cH:12][c:13]([O:23][CH3:24])[c:14](-[n:17]2[cH:18][n:19][c:20]([CH3:22])[cH:21]2)[cH:15][cH:16]1)=[O:25]. Reactants: Cn1c(CBr)nc2c(N3CCOCC3)nc(Cl)nc21, CC1(C)CN(C(=O)OC(C)(C)C)CCN1, [K+], [K+], O=C([O-])[O-], CN(C)C=O. Product: Cn1c(CN2CCN(C(=O)OC(C)(C)C)CC2(C)C)nc2c(N3CCOCC3)nc(Cl)nc21. Reaction SMILES: [Br:1][CH2:2][c:3]1[n:4]([CH3:19])[c:5]2[n:6][c:7]([Cl:18])[n:8][c:9]([N:12]3[CH2:13][CH2:14][O:15][CH2:16][CH2:17]3)[c:10]2[n:11]1.[C:20]([CH3:21])([CH3:22])([CH3:23])[O:24][C:25](=[O:26])[N:27]1[CH2:28][C:29]([CH3:33])([CH3:34])[NH:30][CH2:31][CH2:32]1.[K+:35].[K+:36].[O-:37][C:38]([O-:39])=[O:40].[O:41]=[CH:42][N:43]([CH3:44])[CH3:45]>>[CH2:2]([c:3]1[n:4]([CH3:19])[c:5]2[n:6][c:7]([Cl:18])[n:8][c:9]([N:12]3[CH2:13][CH2:14][O:15][CH2:16][CH2:17]3)[c:10]2[n:11]1)[N:30]1[C:29]([CH3:33])([CH3:34])[CH2:28][N:27]([C:25]([O:24][C:20]([CH3:21])([CH3:22])[CH3:23])=[O:26])[CH2:32][CH2:31]1. Starting materials: C(C1=CC=CC=C1)OC(C1=C(C=CC=C1)F)=O (Benzyl-2-fluorobenzoate), C(C1=CC=CC=C1)O (Benzyl alcohol), FC1=CC=C(C(=O)O)C=C1 (4-fluorobenzoic acid), C1(CCCCC1)N=C=NC1CCCCC1 (1,3-dicyclohexylcarbodiimide). Reagents/catalysts: CN(C1=CC=NC=C1)C (4-(dimethylamino)pyridine). Run in C(Cl)Cl (CH2Cl2). Conditions: time 18 hour. The product is C(C1=CC=CC=C1)OC(C1=CC=C(C=C1)F)=O (Benzyl-4-fluorobenzoate), liquid. Isolated yield 94.0%. As a reaction SMILES: [CH2:1]([OH:8])[C:2]1[CH:7]=[CH:6][CH:5]=[CH:4][CH:3]=1.[F:9][C:10]1[CH:18]=[CH:17][C:13]([C:14](O)=[O:15])=[CH:12][CH:11]=1.C1(N=C=NC2CCCCC2)CCCCC1.C(OC(=O)C1C=CC=CC=1F)C1C=CC=CC=1>CN(C)C1C=CN=CC=1.C(Cl)Cl>[CH2:1]([O:8][C:14](=[O:15])[C:13]1[CH:17]=[CH:18][C:10]([F:9])=[CH:11][CH:12]=1)[C:2]1[CH:7]=[CH:6][CH:5]=[CH:4][CH:3]=1. Procedure details: Benzyl alcohol (4.05 mL, 39.1 mmol) was added slowly to a stirring solution of 4-fluorobenzoic acid (5.00 g, 35.7 mmol), 4-(dimethylamino)pyridine (432 mg, 3.53 mmol), and 1,3-dicyclohexylcarbodiimide (8.15 g, 39.5 mmol) in anhydrous CH2Cl2 at room temperature under an argon atmosphere. After 18 h the reaction was worked up according to procedures as outlined for the synthesis of 16. Flash chromatographic purification over silica (10% EtOAc in hexanes) afforded 17 as a clear, colorless liquid (7...